From a dataset of the Open Reaction Database (ORD), a public repository of structured organic reaction records. describe an organic reaction: reactants, conditions, products, and yield The reactants are BrC=1C=C2C(=NNC(C2=CC1)=O)Cl (6-bromo-4-chloro-2H-phthalazin-1-one), N1(CCCCC1)CC=1C=C(CN)C=CC1 (3-piperidin-1-ylmethyl-benzylamine), C=1C=CC(=CC1)P(C=2C=CC=CC2)C3=CC=C4C=CC=CC4=C3C5=C6C=CC=CC6=CC=C5P(C=7C=CC=CC7)C=8C=CC=CC8 (rac-BINAP), CC(C)(C)[O-].[Na+] (NaOt-Bu). The reagents and catalysts are C=1C=CC(=CC1)/C=C/C(=O)/C=C/C2=CC=CC=C2.C=1C=CC(=CC1)/C=C/C(=O)/C=C/C2=CC=CC=C2.C=1C=CC(=CC1)/C=C/C(=O)/C=C/C2=CC=CC=C2.[Pd].[Pd] (Pd2(dba)3). The solvent is CC(=O)N(C)C (DMA), CCOC(=O)C (EtOAc). The product is ClC1=NNC(C2=CC=C(C=C12)NCC1=CC(=CC=C1)CN1CCCCC1)=O (4-Chloro-6-(3-piperidin-1-ylmethyl-benzylamino)-2H-phthalazin-1-one). As a reaction SMILES: Br[C:2]1[CH:3]=[C:4]2[C:9](=[CH:10][CH:11]=1)[C:8](=[O:12])[NH:7][N:6]=[C:5]2[Cl:13].[N:14]1([CH2:20][C:21]2[CH:22]=[C:23]([CH:26]=[CH:27][CH:28]=2)[CH2:24][NH2:25])[CH2:19][CH2:18][CH2:17][CH2:16][CH2:15]1.C1C=CC(P(C2C(C3C(P(C4C=CC=CC=4)C4C=CC=CC=4)=CC=C4C=3C=CC=C4)=C3C(C=CC=C3)=CC=2)C2C=CC=CC=2)=CC=1.CC([O-])(C)C.[Na+]>CC(N(C)C)=O.CCOC(C)=O.C1C=CC(/C=C/C(/C=C/C2C=CC=CC=2)=O)=CC=1.C1C=CC(/C=C/C(/C=C/C2C=CC=CC=2)=O)=CC=1.C1C=CC(/C=C/C(/C=C/C2C=CC=CC=2)=O)=CC=1.[Pd].[Pd]>[Cl:13][C:5]1[C:4]2[C:9](=[CH:10][CH:11]=[C:2]([NH:25][CH2:24][C:23]3[CH:26]=[CH:27][CH:28]=[C:21]([CH2:20][N:14]4[CH2:19][CH2:18][CH2:17][CH2:16][CH2:15]4)[CH:22]=3)[CH:3]=2)[C:8](=[O:12])[NH:7][N:6]=1 |f:3.4,7.8.9.10.11|. Reported procedure: A mixture 6-bromo-4-chloro-2H-phthalazin-1-one (70 mg, 0.27 mmol), 3-piperidin-1-ylmethyl-benzylamine (72 mg, 0.35 mmol), Pd2(dba)3 (25 mg, 0.027 mmol), rac-BINAP (51 mg, 0.081 mmol) and NaOt-Bu (76 mg, 0.81 mmol) in DMA (6 mL) was heated at 80° C. for 1 h. The mixture was allowed to cool, diluted with EtOAc (25 mL) and washed with water (25 mL). The organic layer was dried over anhydrous sodium sulfate and concentrated. Chromatography on silica (EtOAc/hexanes) yielded the title compound. 4-Chlo...